This data is from the Open Reaction Database (ORD), a public repository of structured organic reaction records. The task is: describe an organic reaction: reactants, conditions, products, and yield Starting materials: azo, [N+](=O)([O-])C=1C=CC(=C(C1)O)N (5-nitro-2-amino-1-hydroxybenzene), C1(=CC=CC=C1)N1NC(=CC1=O)CS(=O)(=O)O (1-phenyl-3-sulphomethyl-5-pyrazolone), monoazo. The reagents and catalysts are [Cr] (chromium). Solvent: O (water). Yields the product [N+](=O)([O-])C=1C=CC(=C(C1)O)N (5-nitro-2-amino-1-hydroxybenzene), C1(=CC=CC=C1)N1NC(=CC1=O)C (1-phenyl-3-methyl-5-pyrazolone). RXN SMILES: [N+:1]([C:4]1[CH:5]=[CH:6][C:7]([NH2:11])=[C:8]([OH:10])[CH:9]=1)([O-:3])=[O:2].[C:12]1([N:18]2[C:22](=[O:23])[CH:21]=[C:20]([CH2:24]S(O)(=O)=O)[NH:19]2)[CH:17]=[CH:16][CH:15]=[CH:14][CH:13]=1>[Cr].O>[N+:1]([C:4]1[CH:5]=[CH:6][C:7]([NH2:11])=[C:8]([OH:10])[CH:9]=1)([O-:3])=[O:2].[C:12]1([N:18]2[C:22](=[O:23])[CH:21]=[C:20]([CH3:24])[NH:19]2)[CH:17]=[CH:16][CH:15]=[CH:14][CH:13]=1. Procedure: 44.0 Parts of the 1:1 chromium complex (obtained by the known process and containing 1 atom of chromium for each molecule of monoazo dyestuff) of the azo dyestuff from diazotised 5-nitro-2-amino-1-hydroxybenzene and 1-phenyl-3-sulphomethyl-5-pyrazolone are stirred together in 1000 parts of hot water with 33.9 parts of the monoazo dyestuff obtained by the known process from diazotised 5-nitro-2-amino-1-hydroxybenzene and 1-phenyl-3-methyl-5-pyrazolone. The suspension is adjusted to a pH of 7 to 8... Starting materials: BrCC1=C(C#N)C(=CC(=C1)Cl)Cl (2-(bromomethyl)-4,6-dichlorobenzonitrile), CC(=O)[O-].[Na+] (NaOAc). Run in CC(=O)O (AcOH). Reaction conditions: temperature 100 celsius. The product is C(C)(=O)OCC1=C(C(=CC(=C1)Cl)Cl)C#N (3,5-dichloro-2-cyanobenzyl acetate). RXN SMILES: Br[CH2:2][C:3]1[CH:10]=[C:9]([Cl:11])[CH:8]=[C:7]([Cl:12])[C:4]=1[C:5]#[N:6].[CH3:13][C:14]([O-:16])=[O:15].[Na+]>CC(O)=O>[C:14]([O:16][CH2:2][C:3]1[CH:10]=[C:9]([Cl:11])[CH:8]=[C:7]([Cl:12])[C:4]=1[C:5]#[N:6])(=[O:15])[CH3:13] |f:1.2|. Procedure: To a soln. of 2-(bromomethyl)-4,6-dichlorobenzonitrile (15.1 mmol) in 30 mL AcOH was added NaOAc (75.7 mmol). The suspension was heated to 100° C. for 2 h. The solvent was evaporated off and the residue partitioned between DCM and water. The org. phase was washed with water, dried over MgSO4 and conc. in vacuo. Purification with CC (5-70% EtOAc/Hept) gives the desired compound as white solid.